This data is from the Open Reaction Database (ORD), a public repository of structured organic reaction records. The task is: describe an organic reaction: reactants, conditions, products, and yield Starting materials: O=C([O-])[O-], CN(C)C(=O)N1CC2CC(N)(Cc3ccccc3)CC2C1, CN(C)C=O, N#CC1CC(F)CN1C(=O)CCl, ClCCl, [K+], [K+]. Yields the product CN(C)C(=O)N1CC2CC(Cc3ccccc3)(NCC(=O)N3CC(F)CC3C#N)CC2C1. As a reaction SMILES: [C:34](=[O:35])([O-:36])[O-:37].[CH3:1][N:2]([C:3](=[O:4])[N:5]1[CH2:6][CH:7]2[CH:8]([CH2:9]1)[CH2:10][C:11]([CH2:13][c:14]1[cH:15][cH:16][cH:17][cH:18][cH:19]1)([NH2:20])[CH2:12]2)[CH3:21].[CH3:40][N:41]([CH3:42])[CH:43]=[O:44].[Cl:22][CH2:23][C:24](=[O:25])[N:26]1[CH:27]([C:32]#[N:33])[CH2:28][CH:29]([F:31])[CH2:30]1.[Cl:45][CH2:46][Cl:47].[K+:38].[K+:39]>>[CH3:1][N:2]([C:3](=[O:4])[N:5]1[CH2:6][CH:7]2[CH:8]([CH2:9]1)[CH2:10][C:11]([CH2:13][c:14]1[cH:15][cH:16][cH:17][cH:18][cH:19]1)([NH:20][CH2:23][C:24](=[O:25])[N:26]1[CH:27]([C:32]#[N:33])[CH2:28][CH:29]([F:31])[CH2:30]1)[CH2:12]2)[CH3:21].